Task: describe an organic reaction: reactants, conditions, products, and yield. Dataset: the Open Reaction Database (ORD), a public repository of structured organic reaction records Reagents/catalysts: [Rh](Cl)(Cl)Cl.C1(=CC=CC=C1)P(C1=CC=CC=C1)C1=CC=CC=C1.C1(=CC=CC=C1)P(C1=CC=CC=C1)C1=CC=CC=C1.C1(=CC=CC=C1)P(C1=CC=CC=C1)C1=CC=CC=C1 (tris(triphenylphosphine) rhodium chloride). Reactants: mixture, C(CCC)[Li] (n-butyl lithium), BrC1=C(C=O)C=CC=C1 (2-bromobenzaldehyde), C(C)O (ethanol), C(=C\CCCCCCCCCC)/C1=C(C=CC=C1)Br (trans 2-(1-dodecenyl)bromobenzene). Product: C(CCCCCCCCCCC)C1=C(C=CC=C1)Br (2-Dodecylbromobenzene). Conditions: temperature 0 celsius, time 15 minute. Reported procedure: To a solution of 1-bromoundecane (0.34 mole) in acetonitrile (800 ml) was added triphenylphosphine (0.37 mole), under argon, and the mixture was refluxed for 24 hours. The reaction mixture was allowed to cool to room temperature and the solvent was removed in vacuo. The resulting oil was redissolved in acetonitrile (100 ml) and then ether (1.2 l) was added. The ether was decanted and the procedure was repeated 4 times, at which point a solid came out of the ether. The solid was collected, washed... Run in C1(=CC=CC=C1)C (toluene), O1CCCC1 (tetrahydrofuran), O1CCCC1 (tetrahydrofuran). As a reaction SMILES: C([Li])CCC.BrC1C=CC=CC=1C=O.[CH:15](/[C:27]1[CH:32]=[CH:31][CH:30]=[CH:29][C:28]=1[Br:33])=[CH:16]\[CH2:17][CH2:18][CH2:19][CH2:20][CH2:21][CH2:22][CH2:23][CH2:24][CH2:25][CH3:26].C(O)C>O1CCCC1.C1(C)C=CC=CC=1.[Rh](Cl)(Cl)Cl.C1(P(C2C=CC=CC=2)C2C=CC=CC=2)C=CC=CC=1.C1(P(C2C=CC=CC=2)C2C=CC=CC=2)C=CC=CC=1.C1(P(C2C=CC=CC=2)C2C=CC=CC=2)C=CC=CC=1>[CH2:15]([C:27]1[CH:32]=[CH:31][CH:30]=[CH:29][C:28]=1[Br:33])[CH2:16][CH2:17][CH2:18][CH2:19][CH2:20][CH2:21][CH2:22][CH2:23][CH2:24][CH2:25][CH3:26] |f:6.7.8.9|.